This data is from the Open Reaction Database (ORD), a public repository of structured organic reaction records. The task is: describe an organic reaction: reactants, conditions, products, and yield Starting materials: BrCCOC=1C=C(C=CC1)C1=NOC2=C1SC=C2 (3-[3-(2-bromo-ethoxy)-phenyl]-thieno[2,3-d]isoxazole), C([O-])([O-])=O.[K+].[K+] (potassium carbonate), ClC1=C(CN)C=CC=C1 (2-chlorobenzylamine). The solvent is C(C)#N (acetonitrile). The product is ClC1=C(CNCCOC2=CC(=CC=C2)C2=NOC3=C2SC=C3)C=CC=C1 ((2-chloro-benzyl)-[2-(3-thieno[2,3-d]isoxazol-3-yl-phenoxy)-ethyl]-amine). Reaction SMILES: Br[CH2:2][CH2:3][O:4][C:5]1[CH:6]=[C:7]([C:11]2[C:15]3[S:16][CH:17]=[CH:18][C:14]=3[O:13][N:12]=2)[CH:8]=[CH:9][CH:10]=1.C(=O)([O-])[O-].[K+].[K+].[Cl:25][C:26]1[CH:33]=[CH:32][CH:31]=[CH:30][C:27]=1[CH2:28][NH2:29]>C(#N)C>[Cl:25][C:26]1[CH:33]=[CH:32][CH:31]=[CH:30][C:27]=1[CH2:28][NH:29][CH2:2][CH2:3][O:4][C:5]1[CH:10]=[CH:9][CH:8]=[C:7]([C:11]2[C:15]3[S:16][CH:17]=[CH:18][C:14]=3[O:13][N:12]=2)[CH:6]=1 |f:1.2.3|. Reported procedure: The title compound is prepared from 3-[3-(2-bromo-ethoxy)-phenyl]-thieno[2,3-d]isoxazole, potassium carbonate, 2-chlorobenzylamine and acetonitrile essentially as described above in example 35. Purity by LC/MS (APCI)=99%, [M+H]+=385. Reactants: C(#N)CCC(CCCC(=O)OCC)O (ethyl 7-cyano-5-hydroxyheptanoate), N(=NC(=O)OCC)C(=O)OCC (diethyl azodicarboxylate), C1(=CC=CC=C1)P(C1=CC=CC=C1)C1=CC=CC=C1 (triphenylphosphine), OC=1C=NC=CC1 (3-hydroxypyridine). Solvent: C(Cl)Cl (methylene chloride), CCOCC (ether). Run at time 5 minute. Yields the product C(#N)CCC(CCCC(=O)OCC)OC=1C=NC=CC1 (ethyl 7-cyano-5-(3-pyridyloxy)-heptanoate). As a reaction SMILES: C1(P(C2C=CC=CC=2)C2C=CC=CC=2)C=CC=CC=1.[OH:20][C:21]1[CH:22]=[N:23][CH:24]=[CH:25][CH:26]=1.[C:27]([CH2:29][CH2:30][CH:31](O)[CH2:32][CH2:33][CH2:34][C:35]([O:37][CH2:38][CH3:39])=[O:36])#[N:28].N(C(OCC)=O)=NC(OCC)=O>C(Cl)Cl.CCOCC>[C:27]([CH2:29][CH2:30][CH:31]([O:20][C:21]1[CH:22]=[N:23][CH:24]=[CH:25][CH:26]=1)[CH2:32][CH2:33][CH2:34][C:35]([O:37][CH2:38][CH3:39])=[O:36])#[N:28]. Procedure: To a mixture of triphenylphosphine (2.42 g, 9.2 mmol) and 3-hydroxypyridine (0.7 g, 7.3 mmol) in methylene chloride (20 ml) is added the ethyl 7-cyano-5-hydroxyheptanoate obtained above. The reaction mixture is stirred for 5 min and then diethyl azodicarboxylate (1.0 ml, 6.3 mmol) is added dropwise. The reaction mixture is stirred overnight and the solvent is evaporated. The residue is chromatographed on silica gel using ether as eluent to obtain an amber oil. The oil is dissolved in 10 ml ether...